From a dataset of the Open Reaction Database (ORD), a public repository of structured organic reaction records. describe an organic reaction: reactants, conditions, products, and yield Reactants: BrC(C(=O)Cl)CBr (2,3-dibromopropionyl chloride), ( 4.5 ), C1(=CC=CC=C1)C1OC(CN1)C1=CC=CC=C1 (2,5-diphenyl oxazolidine), C(Cl)Cl (methylene chloride). The solvent is C(C)N(CC)CC (triethylamine). Conditions: time 30 minute. The product is C1(=CC=CC=C1)C1OC(CN1C(C(CBr)Br)=O)C1=CC=CC=C1 (2,5-diphenyl-3(2,3-dibromopropionyl)oxazolidine). As a reaction SMILES: [C:1]1([CH:7]2[NH:11][CH2:10][CH:9]([C:12]3[CH:17]=[CH:16][CH:15]=[CH:14][CH:13]=3)[O:8]2)[CH:6]=[CH:5][CH:4]=[CH:3][CH:2]=1.C(Cl)Cl.[Br:21][CH:22]([CH2:26][Br:27])[C:23](Cl)=[O:24]>C(N(CC)CC)C>[C:1]1([CH:7]2[N:11]([C:23](=[O:24])[CH:22]([Br:21])[CH2:26][Br:27])[CH2:10][CH:9]([C:12]3[CH:13]=[CH:14][CH:15]=[CH:16][CH:17]=3)[O:8]2)[CH:6]=[CH:5][CH:4]=[CH:3][CH:2]=1. Procedure details: Four and five tenths (4.5) grams of 2,5-diphenyl oxazolidine was dissolved in 50 ml. of methylene chloride and 5 g. of 2,3-dibromopropionyl chloride was added and the mixture stirred in an ice bath, while 2.1 g. of triethylamine was added dropwise. After standing for about 30 minutes, the mixture was washed with water, separated and dried over magnesium sulfate and stripped under vacuum. There was obtained a yield of 7.1 g. of an oil, the title compound, ND30 =1.5734. Procedure details: Methanol (125 mL) and potassium hydroxide (4.4 g, 79 mmol) were mixed with 1H-pyrrolo[2,3-b]pyridine (94, 3.1 g, 26.6 mmol) and 4-benzyloxy-3-methoxy-benzaldehyde (564, 12.9 g, 53.2 mmol). The reaction was stirred at room temperature for 2 days. The resulting white solid was filtered and washed with water. Crude material was carried forward without further purification. Conditions: time 2 day. Starting materials: [OH-].[K+] (potassium hydroxide), N1C=CC2=CC=CN=C12 (7-azaindole), C(C1=CC=CC=C1)OC1=C(C=C(C=O)C=C1)OC (4-benzyloxy-3-methoxy-benzaldehyde), CO (Methanol). The product is C(C1=CC=CC=C1)OC1=C(C=C(C=C1)C(C1=CNC2=NC=CC=C21)OC)OC (3-[(4-benzyloxy-3-methoxy-phenyl)-methoxy-methyl]-1H-pyrrolo[2,3-b]pyridine). Reaction SMILES: [OH-].[K+].[NH:3]1[C:11]2[C:6](=[CH:7][CH:8]=[CH:9][N:10]=2)[CH:5]=[CH:4]1.[CH2:12]([O:19][C:20]1[CH:27]=[CH:26][C:23]([CH:24]=[O:25])=[CH:22][C:21]=1[O:28][CH3:29])[C:13]1[CH:18]=[CH:17][CH:16]=[CH:15][CH:14]=1.[CH3:30]O>>[CH2:12]([O:19][C:20]1[CH:27]=[CH:26][C:23]([CH:24]([O:25][CH3:30])[C:5]2[C:6]3[C:11](=[N:10][CH:9]=[CH:8][CH:7]=3)[NH:3][CH:4]=2)=[CH:22][C:21]=1[O:28][CH3:29])[C:13]1[CH:14]=[CH:15][CH:16]=[CH:17][CH:18]=1 |f:0.1|. Starting materials: C(CCCCCCCCCCC)N (laurylamine), C(CCCCCCCCCCCCCCC)N (hexadecylamine), ClCCS(=O)(=O)N=C=O (β-chlorethylsulphonyl isocyanate). The product is C(CCCCCCCCCCC)NC(=O)NS(=O)(=O)CCCl (N-lauryl-N'-β-chlorethylsulphonyl urea), C(CCCCCCCCCCCCCCC)NC(=O)NS(=O)(=O)CCCl (N-hexadecyl-N'-β-chlorethylsulphonyl urea). As a reaction SMILES: [CH2:1]([NH2:13])[CH2:2][CH2:3][CH2:4][CH2:5][CH2:6][CH2:7][CH2:8][CH2:9][CH2:10][CH2:11][CH3:12].[CH2:14]([NH2:30])[CH2:15][CH2:16][CH2:17][CH2:18][CH2:19][CH2:20][CH2:21][CH2:22][CH2:23][CH2:24][CH2:25][CH2:26][CH2:27][CH2:28][CH3:29].[Cl:31][CH2:32][CH2:33][S:34]([N:37]=[C:38]=[O:39])(=[O:36])=[O:35]>>[CH2:1]([NH:13][C:38]([NH:37][S:34]([CH2:33][CH2:32][Cl:31])(=[O:36])=[O:35])=[O:39])[CH2:2][CH2:3][CH2:4][CH2:5][CH2:6][CH2:7][CH2:8][CH2:9][CH2:10][CH2:11][CH3:12].[CH2:14]([NH:30][C:38]([NH:37][S:34]([CH2:33][CH2:32][Cl:31])(=[O:36])=[O:35])=[O:39])[CH2:15][CH2:16][CH2:17][CH2:18][CH2:19][CH2:20][CH2:21][CH2:22][CH2:23][CH2:24][CH2:25][CH2:26][CH2:27][CH2:28][CH3:29]. Procedure: Likewise it is possible to react 55.5 g (0.3 moles) of laurylamine or 72.3 g (0.3 moles) of hexadecylamine with 51.9 g (0.306 moles) of β-chlorethylsulphonyl isocyanate under the reaction conditions described to give N-lauryl-N'-β-chlorethylsulphonyl urea or N-hexadecyl-N'-β-chlorethylsulphonyl urea. N-lauryl-N'-β-chlorethylsulphonylurea: Reactants: C(C)(=O)C=1C(=C(C2=C(C=CO2)C1OC)OC)O (5-acetyl-6-hydroxy-4,7-dimethoxybenzofuran). Reagents/catalysts: [Pd] (Pd/C). Solvent: CO (methanol). The product is C(C)(=O)C=1C(=C(C2=C(CCO2)C1OC)OC)O (5-acetyl-2,3-dihydro-6-hydroxy-4,7-dimethoxybenzofuran). Yield: 96.2%. As a reaction SMILES: [C:1]([C:4]1[C:5]([OH:17])=[C:6]([O:15][CH3:16])[C:7]2[O:11][CH:10]=[CH:9][C:8]=2[C:12]=1[O:13][CH3:14])(=[O:3])[CH3:2]>CO.[Pd]>[C:1]([C:4]1[C:5]([OH:17])=[C:6]([O:15][CH3:16])[C:7]2[O:11][CH2:10][CH2:9][C:8]=2[C:12]=1[O:13][CH3:14])(=[O:3])[CH3:2]. Procedure details: 10 g of 5-acetyl-6-hydroxy-4,7-dimethoxybenzofuran in 100 ml of methanol are hydrogenated using 2 g of Pd/C (10%) at room temperature and under slightly superatmospheric pressure. When the absorption of hydrogen is complete, the mixture is filtered and the solvent is distilled off. 9.7 g of the desired product of melting point 100°-101° C. are obtained. Reactants: [N+](=O)([O-])C1=CC=C(C=NC[Si](C)(C)C)C=C1 ((4-nitro-benzylidene)-trimethylsilanylmethyl-amine), C(C)(=O)Cl (acetyl chloride), C(C=C)(=O)OCC (ethyl acrylate). The solvent is O1CCCC1 (tetrahydrofuran), O1CCCC1 (tetrahydrofuran). Conditions: temperature 40 celsius, time 20 hour. Product: C(C)OC(=O)C1C(N(CC1)C(C)=O)C1=CC=C(C=C1)[N+](=O)[O-] (1-Acetyl-2-(4-nitro-phenyl)-pyrrolidine-3-carboxylic Acid Ethyl Ester). As a reaction SMILES: [N+:1]([C:4]1[CH:16]=[CH:15][C:7]([CH:8]=[N:9][CH2:10][Si](C)(C)C)=[CH:6][CH:5]=1)([O-:3])=[O:2].[C:17](Cl)(=[O:19])[CH3:18].[C:21]([O:25][CH2:26][CH3:27])(=[O:24])[CH:22]=[CH2:23]>O1CCCC1>[CH2:26]([O:25][C:21]([CH:22]1[CH2:23][CH2:10][N:9]([C:17](=[O:19])[CH3:18])[CH:8]1[C:7]1[CH:15]=[CH:16][C:4]([N+:1]([O-:3])=[O:2])=[CH:5][CH:6]=1)=[O:24])[CH3:27]. Procedure details: A stirred solution of (4-nitro-benzylidene)-trimethylsilanylmethyl-amine (3.2 g) in tetrahydrofuran (120 mL), at 40° C., was treated with a solution of acetyl chloride (1 mL) and ethyl acrylate (1.6 mL) in tetrahydrofuran (60 mL). After stirring at 40° C. for 20 hours the reaction mixture was evaporated. The residual oil was treated with ethyl acetate(300 mL) and water (100 mL) and the mixture was then stirred 1,5 for 20 hours. The organic phase was washed twice with water (100 mL), then dried a...